Dataset: the Open Reaction Database (ORD), a public repository of structured organic reaction records. Task: describe an organic reaction: reactants, conditions, products, and yield Starting materials: O (water), [Cl-].[NH4+] (ammonium chloride), [N+](=O)([O-])C1=CC(=C(C(=O)OC)C=C1)N1C(OCC1)=O (methyl 4-nitro-2-(2-oxooxazolidin-3-yl)benzoate). The reagents and catalysts are [Fe] (iron). Solvent: C(C)O (ethanol), C(C)O (ethanol). Yields the product NC1=CC(=C(C(=O)OC)C=C1)N1C(OCC1)=O (methyl 4-amino-2-(2-oxooxazolidin-3-yl)benzoate). The yield is 85.7%. Reaction SMILES: O.[Cl-].[NH4+].[N+:4]([C:7]1[CH:16]=[CH:15][C:10]([C:11]([O:13][CH3:14])=[O:12])=[C:9]([N:17]2[CH2:21][CH2:20][O:19][C:18]2=[O:22])[CH:8]=1)([O-])=O>C(O)C.[Fe]>[NH2:4][C:7]1[CH:16]=[CH:15][C:10]([C:11]([O:13][CH3:14])=[O:12])=[C:9]([N:17]2[CH2:21][CH2:20][O:19][C:18]2=[O:22])[CH:8]=1 |f:1.2|. Procedure details: To a mixture of methyl 2-bromo-4-nitrobenzoate (2 g), oxazolidin-2-one (0.67 g), potassium carbonate (2.06 g), copper(I) iodide (0.73 g) and N,N′-dimethylethylenediamine (0.83 mL) was added toluene (16 mL), and the mixture was stirred with heating under reflux for 8 hr. The reaction mixture was cooled, water was added, and the mixture was extracted with ethyl acetate. The organic layer was washed with saturated brine, and the solvent was evaporated. The obtained residue was purified by column ch...